describe an organic reaction: reactants, conditions, products, and yield From a dataset of the Open Reaction Database (ORD), a public repository of structured organic reaction records. The reactants are CCOC(C)=O, CCOC(=O)C(O)C(N=[N+]=[N-])c1ccc(C)cc1, [Pd]. Product: CCOC(=O)C(O)C(N)c1ccc(C)cc1. As a reaction SMILES: [CH3:19][CH2:20][O:21][C:22](=[O:23])[CH3:24].[N:1](=[N+:2]=[N-:3])[CH:4]([CH:5]([C:6](=[O:7])[O:8][CH2:9][CH3:10])[OH:11])[c:12]1[cH:13][cH:14][c:15]([CH3:18])[cH:16][cH:17]1.[Pd:25]>>[NH2:1][CH:4]([CH:5]([C:6](=[O:7])[O:8][CH2:9][CH3:10])[OH:11])[c:12]1[cH:13][cH:14][c:15]([CH3:18])[cH:16][cH:17]1. Starting materials: BrC=1C(=NC(=C(C1)Br)O)CC (3,5-dibromo-2-ethyl-6-hydroxypyridine), [Li]CCCC (n-BuLi). The solvent is C1CCOC1 (THF). Conditions: temperature -78 celsius, time 2 hour. The product is BrC=1C(=NC(=CC1)CC)O (3-bromo-6-ethyl-2-hydroxy-pyridine). Isolated yield 19.6%. Reaction SMILES: Br[C:2]1[C:3]([CH2:10][CH3:11])=[N:4][C:5]([OH:9])=[C:6]([Br:8])[CH:7]=1.[Li]CCCC>C1COCC1>[Br:8][C:6]1[C:5]([OH:9])=[N:4][C:3]([CH2:10][CH3:11])=[CH:2][CH:7]=1. Procedure details: step 5—To a suspension of 30 (320 mg) in THF (10 mL) at −78° C. was added dropwise a solution of n-BuLi (2.0M in cyclohexane, 1.25 mL). The reaction was stirred at −78° C. for 2 h then quenched with water and extracted with EtOAc. The organic layer was washed with brine, dried (Na2SO4), filtered and concentrated. The crude residue was purified by SiO2 chromatography eluting with an EtOAc/hexane gradient (10 to 50% EtOAc) to afford 45 mg of 3-bromo-6-ethyl-2-hydroxy-pyridine (32) as a white solid... The reactants are O=[N+]([O-])c1ccccc1-c1cn2c(CCl)csc2n1, [I-], [K+], [K+], [Na+], O=C([O-])[O-], CN(C)C=O, c1nc[nH]n1. Product: O=[N+]([O-])c1ccccc1-c1cn2c(Cn3cncn3)csc2n1. As a reaction SMILES: [Cl:1][CH2:2][c:3]1[n:4]2[c:5]([s:6][cH:7]1)[n:8][c:9](-[c:11]1[c:12]([N+:17](=[O:18])[O-:19])[cH:13][cH:14][cH:15][cH:16]1)[cH:10]2.[I-:31].[K+:25].[K+:26].[Na+:32].[O-:27][C:28]([O-:29])=[O:30].[O:33]=[CH:34][N:35]([CH3:36])[CH3:37].[nH:20]1[n:21][cH:22][n:23][cH:24]1>>[CH2:2]([c:3]1[n:4]2[c:5]([s:6][cH:7]1)[n:8][c:9](-[c:11]1[c:12]([N+:17](=[O:18])[O-:19])[cH:13][cH:14][cH:15][cH:16]1)[cH:10]2)[n:20]1[n:21][cH:22][n:23][cH:24]1. Reactants: CC#N, O=[N+]([O-])c1ccc(S(=O)(=O)Cl)cc1F, [NH4+], [OH-]. Yields the product NS(=O)(=O)c1ccc([N+](=O)[O-])c(F)c1. Reaction SMILES: [CH3:17][C:18]#[N:19].[F:1][c:2]1[cH:3][c:4]([S:11](=[O:12])(=[O:13])[Cl:14])[cH:5][cH:6][c:7]1[N+:8](=[O:9])[O-:10].[NH4+:15].[OH-:16]>>[F:1][c:2]1[cH:3][c:4]([S:11](=[O:12])(=[O:13])[NH2:15])[cH:5][cH:6][c:7]1[N+:8](=[O:9])[O-:10]. The reactants are C1(CC1)C1=C(C=CC=C1)N1CCN(CC1)CCCNC (3-[4-(2-cyclopropylphenyl)piperazin-1-yl]-N-methylpropanamine), ClC1=NC=CC(=N1)C(=O)N (2-chloropyrimidine-4-carboxamide), C([O-])([O-])=O.[K+].[K+] (potassium carbonate). Solvent: C(C)#N (acetonitrile). The product is C1(CC1)C1=C(C=CC=C1)N1CCN(CC1)CCCN(C1=NC=CC(=N1)C(=O)N)C (2-[[3-[4-(2-Cyclopropylphenyl)piperazin-1-yl]propyl]methylamino]pyrimidine-4-carboxamide). The yield is 60.1%. As a reaction SMILES: [CH:1]1([C:4]2[CH:9]=[CH:8][CH:7]=[CH:6][C:5]=2[N:10]2[CH2:15][CH2:14][N:13]([CH2:16][CH2:17][CH2:18][NH:19][CH3:20])[CH2:12][CH2:11]2)[CH2:3][CH2:2]1.Cl[C:22]1[N:27]=[C:26]([C:28]([NH2:30])=[O:29])[CH:25]=[CH:24][N:23]=1.C(=O)([O-])[O-].[K+].[K+]>C(#N)C>[CH:1]1([C:4]2[CH:9]=[CH:8][CH:7]=[CH:6][C:5]=2[N:10]2[CH2:15][CH2:14][N:13]([CH2:16][CH2:17][CH2:18][N:19]([CH3:20])[C:22]3[N:27]=[C:26]([C:28]([NH2:30])=[O:29])[CH:25]=[CH:24][N:23]=3)[CH2:12][CH2:11]2)[CH2:3][CH2:2]1 |f:2.3.4|. Procedure details: 1.25 g (4.09 mmol) of 3-[4-(2-cyclopropylphenyl)piperazin-1-yl]-N-methylpropanamine, 150 ml of acetonitrile, 0.645 g (4.09 mmol) of 2-chloropyrimidine-4-carboxamide and 1 g of potassium carbonate are introduced into a 250-ml round bottom flask fitted with a condenser and with a calcium chloride safety tube. The mixture is heated under reflux for 6 h, is allowed to return to room temperature, is partially concentrated and water and dichloromethane are added. The organic phase is separated off, is... Reactants: solution, C(C)[Mg]Br (ethylmagnesium bromide), CC1(C=2C=CC(=CC2C(CC1)(C)C)C#CC1=NC=C(C=C1)C=O)C (2-[2-(5,5,8,8-tetramethyl-5,6,7,8-tetrahydronaphth-2-yl)ethynyl]pyridine-5-carboxaldehyde). Solvent: CCOCC (ether), CCOCC (ether). Run at time 1 hour. The product is CC1(C=2C=CC(=CC2C(CC1)(C)C)C#CC1=NC=C(C=C1)C(CC)O)C (2-[2-(5,5,8,8-tetramethyl-5,6,7,8-tetrahydronaphth-2-yl)ethynyl]-5-(1-hydroxypropyl)pyridine). RXN SMILES: [CH2:1]([Mg]Br)[CH3:2].[CH3:5][C:6]1([CH3:28])[CH2:15][CH2:14][C:13]([CH3:17])([CH3:16])[C:12]2[CH:11]=[C:10]([C:18]#[C:19][C:20]3[CH:25]=[CH:24][C:23]([CH:26]=[O:27])=[CH:22][N:21]=3)[CH:9]=[CH:8][C:7]1=2>CCOCC>[CH3:5][C:6]1([CH3:28])[CH2:15][CH2:14][C:13]([CH3:16])([CH3:17])[C:12]2[CH:11]=[C:10]([C:18]#[C:19][C:20]3[CH:25]=[CH:24][C:23]([CH:26]([OH:27])[CH2:1][CH3:2])=[CH:22][N:21]=3)[CH:9]=[CH:8][C:7]1=2. Procedure details: Four ml of a 3M (12 mmol) solution of ethylmagnesium bromide in ether is placed in a 3-necked flask fitted with a mechanical stirrer, a reflux condenser protected by a drying tube and a pressure-equalizing dropping funnel protected by a drying tube. The flask is cooled in an ice-bath and a solution of 3.174 g (10 mmol) of 2-[2-(5,5,8,8-tetramethyl-5,6,7,8-tetrahydronaphth-2-yl)ethynyl]pyridine-5-carboxaldehyde in 10 ml of dry ether is added slowly with vigorous stirring. The cooling bath is then... The reactants are ClC1=NC=C(C(=N1)C=1C=NN(C1)C(CC#N)C1CC1)OC (3-[4-(2-chloro-5-methoxypyrimidin-4-yl)-1H-pyrazol-1-yl]-3-cyclopropylpropanenitrile), [N+](=O)([O-])C=1C=C(N)C=CC1 (m-nitroaniline), C1(=CC=C(C=C1)S(=O)(=O)O)C (p-toluenesulfonic acid), O1CCOCC1 (1,4-dioxane). Solvent: C(C)#N (acetonitrile), O (water). Procedure: A solution of a mixture of 3-[4-(2-chloro-5-methoxypyrimidin-4-yl)-1H-pyrazol-1-yl]-3-cyclopropylpropanenitrile (from example 320 step 1, 60 mg, 0.0002 mol), m-nitroaniline (40.9 mg, 0.000296 mol), and p-toluenesulfonic acid (29 mg, 0.00017 mol) in dry 1,4-dioxane (1 mL, 0.02 mol) was refluxed overnight. The mixture was diluted with acetonitrile and water, purified on RP-HPLC at pH 10 to give the desired product as a racemic mixture (free base). LCMS (M+H) 406.2. Reaction SMILES: Cl[C:2]1[N:7]=[C:6]([C:8]2[CH:9]=[N:10][N:11]([CH:13]([CH:17]3[CH2:19][CH2:18]3)[CH2:14][C:15]#[N:16])[CH:12]=2)[C:5]([O:20][CH3:21])=[CH:4][N:3]=1.[N+:22]([C:25]1[CH:26]=[C:27]([CH:29]=[CH:30][CH:31]=1)[NH2:28])([O-:24])=[O:23].C1(C)C=CC(S(O)(=O)=O)=CC=1.O1CCOCC1>C(#N)C.O>[CH:17]1([CH:13]([N:11]2[CH:12]=[C:8]([C:6]3[C:5]([O:20][CH3:21])=[CH:4][N:3]=[C:2]([NH:28][C:27]4[CH:29]=[CH:30][CH:31]=[C:25]([N+:22]([O-:24])=[O:23])[CH:26]=4)[N:7]=3)[CH:9]=[N:10]2)[CH2:14][C:15]#[N:16])[CH2:19][CH2:18]1. The product is C1(CC1)C(CC#N)N1N=CC(=C1)C1=NC(=NC=C1OC)NC1=CC(=CC=C1)[N+](=O)[O-] (3-cyclopropyl-3-(4-{5-methoxy-2-[(3-nitrophenyl)amino]pyrimidin-4-yl}-1H-pyrazol-1-yl)propanenitrile). The reactants are compound [ 4-6 ], C1(=CC=CC=C1)C1=C(CBr)C=CC=C1 (2-phenylbenzyl bromide), C(C1=CC=CC=C1)N1C=CC2=CC=C(C=C12)CC(=O)O (2-(1-benzyl-1H-indole-6-yl)acetic acid). The product is C1(=C(C=CC=C1)CN1C=CC2=CC=C(C=C12)CC(=O)O)C1=CC=CC=C1 (2-[1-(biphenyl-2-ylmethyl)-1H-indole-6-yl]acetic acid), C(C1=CC=CC=C1)N1C=CC2=CC=C(C=C12)CC(=O)O (2-(1-benzyl-1H-indole-6-yl)acetic acid). RXN SMILES: [C:1]1([C:7]2[CH:14]=[CH:13][CH:12]=[CH:11][C:8]=2[CH2:9]Br)[CH:6]=[CH:5][CH:4]=[CH:3][CH:2]=1.[CH2:15]([N:22]1[C:30]2[C:25](=[CH:26][CH:27]=[C:28]([CH2:31][C:32]([OH:34])=[O:33])[CH:29]=2)[CH:24]=[CH:23]1)[C:16]1[CH:21]=[CH:20][CH:19]=[CH:18][CH:17]=1>>[C:7]1([C:1]2[CH:6]=[CH:5][CH:4]=[CH:3][CH:2]=2)[CH:14]=[CH:13][CH:12]=[CH:11][C:8]=1[CH2:9][N:22]1[C:30]2[C:25](=[CH:26][CH:27]=[C:28]([CH2:31][C:32]([OH:34])=[O:33])[CH:29]=2)[CH:24]=[CH:23]1.[CH2:15]([N:22]1[C:30]2[C:25](=[CH:26][CH:27]=[C:28]([CH2:31][C:32]([OH:34])=[O:33])[CH:29]=2)[CH:24]=[CH:23]1)[C:16]1[CH:17]=[CH:18][CH:19]=[CH:20][CH:21]=1. Procedure details: The titled compound (41 mg) as a white solid was prepared from the compound [4-6] obtained in the process (6) of Example 4 (100 mg) and 2-phenylbenzyl bromide according to the method of the process (7) of Example 4. Yields the product ClC1=CC2=C(N(C(N2)=O)C2CCN(CC2)CCCC(C2=CC=C(C=C2)Cl)C2=CC=C(C=C2)Cl)C=C1 (5-chloro-1-{1-[4,4-bis(4-chlorophenyl)butyl]-4-piperidinyl}-1,3-dihydro-2H-benzimidazol-2-one). Procedure: A mixture of 4.7 parts of 4-chloro-1,1'-butylidene bis[4-chlorobenzene], 3 parts of 5-chloro-1-(4-piperidyl)- 2-benzimidazolinone, 3.7 parts of sodium carbonate and 100 parts of 4-methyl-2-pentanone is stirred and refluxed overnight with water-separator. The reaction mixture is cooled, water is added and the layers are separated. The organic layer is dried, filtered and evaporated. The residue is purified by column-chromatography over silicagel, using a mixture of trichloromethane and 5% of meth... Reaction SMILES: Cl[CH2:2][CH2:3][CH2:4][CH:5]([C:13]1[CH:18]=[CH:17][C:16]([Cl:19])=[CH:15][CH:14]=1)[C:6]1[CH:11]=[CH:10][C:9]([Cl:12])=[CH:8][CH:7]=1.[Cl:20][C:21]1[CH:36]=[CH:35][C:24]2[N:25]([CH:29]3[CH2:34][CH2:33][NH:32][CH2:31][CH2:30]3)[C:26](=[O:28])[NH:27][C:23]=2[CH:22]=1.C(=O)([O-])[O-].[Na+].[Na+].CC(C)CC(=O)C>O>[Cl:20][C:21]1[CH:36]=[CH:35][C:24]2[N:25]([CH:29]3[CH2:30][CH2:31][N:32]([CH2:2][CH2:3][CH2:4][CH:5]([C:13]4[CH:18]=[CH:17][C:16]([Cl:19])=[CH:15][CH:14]=4)[C:6]4[CH:11]=[CH:10][C:9]([Cl:12])=[CH:8][CH:7]=4)[CH2:33][CH2:34]3)[C:26](=[O:28])[NH:27][C:23]=2[CH:22]=1 |f:2.3.4|. The solvent is O (water), O (water). Reactants: ClCCCC(C1=CC=C(C=C1)Cl)C1=CC=C(C=C1)Cl (4-chloro-1,1'-butylidene bis[4-chlorobenzene]), ClC1=CC2=C(N(C(N2)=O)C2CCNCC2)C=C1 (5-chloro-1-(4-piperidyl)- 2-benzimidazolinone), C([O-])([O-])=O.[Na+].[Na+] (sodium carbonate), CC(CC(C)=O)C (4-methyl-2-pentanone).